This data is from the Open Reaction Database (ORD), a public repository of structured organic reaction records. The task is: describe an organic reaction: reactants, conditions, products, and yield Reactants: COC(=O)[C@H]1C[C@H]([C@@H](CC1)N=[N+]=[N-])O ((1R,3R,4R)-4-Azido-3-hydroxy-cyclohexanecarboxylic acid methyl ester). The reagents and catalysts are [Pd] (palladium on charcoal paste). Solvent: CO.C(C)(=O)O (methanol acetic acid). Product: C(C)(=O)O.COC(=O)[C@H]1C[C@H]([C@@H](CC1)N)O ((1R,3R,4R)-4-Amino-3-hydroxy-cyclohexanecarboxylic acid methyl ester acetate). Reaction SMILES: [CH3:1][O:2][C:3]([C@@H:5]1[CH2:10][CH2:9][C@@H:8]([N:11]=[N+]=[N-])[C@H:7]([OH:14])[CH2:6]1)=[O:4]>CO.C(O)(=O)C.[Pd]>[C:3]([OH:4])(=[O:2])[CH3:5].[CH3:1][O:2][C:3]([C@@H:5]1[CH2:10][CH2:9][C@@H:8]([NH2:11])[C@H:7]([OH:14])[CH2:6]1)=[O:4] |f:1.2,4.5|. Procedure: A solution of azide (b) (18.4 g, 92 mmol) in methanol/acetic acid (360 ml/40 ml) was hydrogenated over 10% palladium on charcoal paste (50% w/w with water, 15 g) for 18 hours. The mixture was filtered through keiselguhr, evaporated, and then triturated with ether to afford a white solid that was isolated by filtration and dried in vacuo (15.6 g, 72%). Procedure details: To a solution of 6-(2-chloro-phenyl)-5-pyrrolidin-1-yl-pyrazine-2-carboxylic acid methyl ester (0.15 g) in tetrahydrofuran (2 mL), water (0.5 mL) and methanol (0.5 mL) was added at room temperature 1 ml of a 1M solution of lithium hydroxide in water and the mixture was stirred for 2 h. The resulting solution was partitioned between 10% aqueous citric acid and ethyl acetate. The phases were separated and the organic layer was washed with water and brine. The organic phase was dried over magnesium... Reaction SMILES: C[O:2][C:3]([C:5]1[CH:10]=[N:9][C:8]([N:11]2[CH2:15][CH2:14][CH2:13][CH2:12]2)=[C:7]([C:16]2[CH:21]=[CH:20][CH:19]=[CH:18][C:17]=2[Cl:22])[N:6]=1)=[O:4].[OH-].[Li+]>O1CCCC1.O.CO>[Cl:22][C:17]1[CH:18]=[CH:19][CH:20]=[CH:21][C:16]=1[C:7]1[N:6]=[C:5]([C:3]([OH:4])=[O:2])[CH:10]=[N:9][C:8]=1[N:11]1[CH2:12][CH2:13][CH2:14][CH2:15]1 |f:1.2|. Starting materials: COC(=O)C1=NC(=C(N=C1)N1CCCC1)C1=C(C=CC=C1)Cl (6-(2-chloro-phenyl)-5-pyrrolidin-1-yl-pyrazine-2-carboxylic acid methyl ester), solution, [OH-].[Li+] (lithium hydroxide). Product: ClC1=C(C=CC=C1)C1=C(N=CC(=N1)C(=O)O)N1CCCC1 (6-(2-Chloro-phenyl)-5-pyrrolidin-1-yl-pyrazine-2-carboxylic Acid). Conditions: time 2 hour. Run in O1CCCC1 (tetrahydrofuran), O (water), CO (methanol), O (water). Isolated yield 97.6%. The reactants are C, COc1ccc2c(c1)c1cc(OCc3ccccc3)cc3c(=O)c(Cc4cccnc4)cn2c31, CC(=O)[O-], CC(=O)O, [H][H], [Na+], [Pd]. Product: COc1ccc2c(c1)c1cc(O)cc3c(=O)c(Cc4cccnc4)cn2c31. Reaction SMILES: [C:46].[CH2:1]([c:2]1[cH:3][cH:4][cH:5][cH:6][cH:7]1)[O:8][c:9]1[cH:10][c:11]2[c:12]3[cH:13][c:14]([O:33][CH3:34])[cH:15][cH:16][c:17]3[n:18]3[c:19]2[c:20]([cH:21]1)[c:22](=[O:32])[c:23]([CH2:25][c:26]1[cH:27][n:28][cH:29][cH:30][cH:31]1)[cH:24]3.[CH3:36][C:37](=[O:38])[O-:39].[CH3:42][C:43](=[O:44])[OH:45].[H:40][H:41].[Na+:35].[Pd:47]>>[OH:8][c:9]1[cH:10][c:11]2[c:12]3[cH:13][c:14]([O:33][CH3:34])[cH:15][cH:16][c:17]3[n:18]3[c:19]2[c:20]([cH:21]1)[c:22](=[O:32])[c:23]([CH2:25][c:26]1[cH:27][n:28][cH:29][cH:30][cH:31]1)[cH:24]3. Starting materials: C(C)=O (acetaldehyde), C=1(C(=CC=CC1)C)C (ortho-xylene), 3,4,3',4'-benzophenonetetracarboxylic dianhydride. Yields the product CC=1C=C(C=CC1C)C(C)C1=CC(=C(C=C1)C)C (1,1-bis(3,4-dimethylphenyl)ethane). Reaction SMILES: [CH:1](=O)[CH3:2].[C:4]1([CH3:11])[C:5]([CH3:10])=[CH:6][CH:7]=[CH:8][CH:9]=1>>[CH3:11][C:4]1[CH:9]=[C:8]([CH:4]([C:5]2[CH:6]=[CH:7][C:8]([CH3:9])=[C:1]([CH3:2])[CH:10]=2)[CH3:11])[CH:7]=[CH:6][C:5]=1[CH3:10]. Procedure: A process for preparing 3,4,3',4'-benzophenonetetracarboxylic dianhydride which comprises condensing an impure ortho-xylene mixture with acetaldehyde in contact with an acid catalyst to obtain an impure 1,1-bis(3,4-dimethylphenyl)ethane mixture, oxidizing the 1,1-bis(3,4-dimethylphenyl)ethane mixture with nitric acid to obtain a mixture of carboxylic acids, from which by crystallization and dehydration substantially pure 3,4,3',4'-benzophenonetetracarboxylic dianhydride is recovered. The reactants are O=[N+]([O-])c1ccc(S(=O)(=O)c2cc([N+](=O)[O-])cc(Br)n2)cc1, CN, CCO, C1COCCO1. The product is CNc1cc(Br)nc(S(=O)(=O)c2ccc([N+](=O)[O-])cc2)c1. Reaction SMILES: [Br:1][c:2]1[n:3][c:4]([S:11](=[O:12])(=[O:13])[c:14]2[cH:15][cH:16][c:17]([N+:20](=[O:21])[O-:22])[cH:18][cH:19]2)[cH:5][c:6]([N+:8]([O-:9])=[O:10])[cH:7]1.[CH3:23][NH2:24].[CH3:31][CH2:32][OH:33].[O:25]1[CH2:26][CH2:27][O:28][CH2:29][CH2:30]1>>[Br:1][c:2]1[n:3][c:4]([S:11](=[O:12])(=[O:13])[c:14]2[cH:15][cH:16][c:17]([N+:20](=[O:21])[O-:22])[cH:18][cH:19]2)[cH:5][c:6]([NH:8][CH3:23])[cH:7]1.